This data is from the Open Reaction Database (ORD), a public repository of structured organic reaction records. The task is: describe an organic reaction: reactants, conditions, products, and yield Reactants: C1CCNCC1, CCCCO, N#CCC#N, Cc1cc(C)c(C=O)c(C)c1. Product: Cc1cc(C)c(C=C(C#N)C#N)c(C)c1. RXN SMILES: [CH2:17]1[CH2:18][CH2:19][NH:20][CH2:21][CH2:22]1.[CH2:23]([OH:24])[CH2:25][CH2:26][CH3:27].[N:12]#[C:13][CH2:14][C:15]#[N:16].[c:1]1([CH3:11])[c:2]([CH:9]=[O:10])[c:3]([CH3:8])[cH:4][c:5]([CH3:7])[cH:6]1>>[c:1]1([CH3:11])[c:2]([CH:9]=[C:14]([C:13]#[N:12])[C:15]#[N:16])[c:3]([CH3:8])[cH:4][c:5]([CH3:7])[cH:6]1.